Task: describe an organic reaction: reactants, conditions, products, and yield. Dataset: the Open Reaction Database (ORD), a public repository of structured organic reaction records The reactants are CO, O=C(O)c1ccc(I)cc1, O=S(=O)(O)O. Product: COC(=O)c1ccc(I)cc1. RXN SMILES: [CH3:11][OH:12].[I:1][c:2]1[cH:3][cH:4][c:5]([C:6](=[O:7])[OH:8])[cH:9][cH:10]1.[S:13](=[O:14])(=[O:15])([OH:16])[OH:17]>>[I:1][c:2]1[cH:3][cH:4][c:5]([C:6]([O:7][CH3:11])=[O:8])[cH:9][cH:10]1.